From a dataset of the Open Reaction Database (ORD), a public repository of structured organic reaction records. describe an organic reaction: reactants, conditions, products, and yield Starting materials: IC1=NN(C2=NC=NC(=C21)NC(OC(C)(C)C)=O)C2=NC=C(C=C2)[N+](=O)[O-] (tert-butyl 3-iodo-1-(5-nitropyridin-2-yl)-1H-pyrazolo[3,4-d]pyrimidin-4-ylcarbamate), [NH4+].[Cl-] (NH4Cl). The reagents and catalysts are [Fe] (Fe). The solvent is CO.C1CCOC1.O (MeOH THF H2O). Conditions: temperature 60 celsius, time 3 hour. Product: NC=1C=CC(=NC1)N1N=C(C=2C1=NC=NC2NC(OC(C)(C)C)=O)I (tert-butyl 1-(5-aminopyridin-2-yl)-3-iodo-1H-pyrazolo[3,4-d]pyrimidin-4-ylcarbamate). The yield is 58.6%. As a reaction SMILES: [I:1][C:2]1[C:10]2[C:5](=[N:6][CH:7]=[N:8][C:9]=2[NH:11][C:12](=[O:18])[O:13][C:14]([CH3:17])([CH3:16])[CH3:15])[N:4]([C:19]2[CH:24]=[CH:23][C:22]([N+:25]([O-])=O)=[CH:21][N:20]=2)[N:3]=1.[NH4+].[Cl-]>CO.C1COCC1.O.[Fe]>[NH2:25][C:22]1[CH:23]=[CH:24][C:19]([N:4]2[C:5]3=[N:6][CH:7]=[N:8][C:9]([NH:11][C:12](=[O:18])[O:13][C:14]([CH3:15])([CH3:16])[CH3:17])=[C:10]3[C:2]([I:1])=[N:3]2)=[N:20][CH:21]=1 |f:1.2,3.4.5|. Procedure details: To a solution of tert-butyl 3-iodo-1-(5-nitropyridin-2-yl)-1H-pyrazolo[3,4-d]pyrimidin-4-ylcarbamate (62) (4 g, 8.28 mmol) in a mixture of MeOH/THF/H2O (50 mL/50 mL/10 mL) was added Fe (2.61 g, 46.6 mmol) and NH4Cl (4.98 g, 93.1 mmol). The mixture was stirred at 60° C. under N2 for 3 h and then filtered through a Celite pad. The filtrate was concentrated in vacuo. The residue was purified by column chromatography (silica gel, 0 to 10% MeOH in DCM) to give tert-butyl 1-(5-aminopyridin-2-yl)-3-iod... Procedure details: Thionylchloride (342 μL, 4.7 mmol) is added to a solution of 4-cyclopropylsulfanyl-benzoic acid (prepared as described in WO07003960, 190 mg, 0.98 mmol) in dichloro-methane (1.9 mL). The mixture is heated at reflux for 30 min and concentrated under reduced pressure. The residue is treated with toluene, and all volatiles are evaporated. The residue is dissolved in chloroform (1.9 mL) and treated with concentrated aqueous ammonia (770 μL, 9.8 mmol). The mixture is stirred at room temperature for 1... The solvent is ClCCl (dichloro-methane). Reactants: S(=O)(Cl)Cl (Thionylchloride), C1(CC1)SC1=CC=C(C(=O)O)C=C1 (4-cyclopropylsulfanyl-benzoic acid), N (ammonia). Conditions: time 1 hour. As a reaction SMILES: S(Cl)(Cl)=O.[CH:5]1([S:8][C:9]2[CH:17]=[CH:16][C:12]([C:13](O)=[O:14])=[CH:11][CH:10]=2)[CH2:7][CH2:6]1.[NH3:18]>ClCCl>[CH:5]1([S:8][C:9]2[CH:17]=[CH:16][C:12]([C:13]([NH2:18])=[O:14])=[CH:11][CH:10]=2)[CH2:7][CH2:6]1. Product: C1(CC1)SC1=CC=C(C(=O)N)C=C1 (4-Cyclopropylsulfanyl-benzamide).